The task is: describe an organic reaction: reactants, conditions, products, and yield. This data is from the Open Reaction Database (ORD), a public repository of structured organic reaction records. Starting materials: Brc1cncc(OCc2ccccc2)c1, CC(C)(C)[O-], CC(C)(C)OC(=O)N1CC2CCNC2C1, [Na+], O=C(C=Cc1ccccc1)C=Cc1ccccc1, O=C(C=Cc1ccccc1)C=Cc1ccccc1, O=C(C=Cc1ccccc1)C=Cc1ccccc1, [Pd], [Pd], c1ccc(P(c2ccccc2)c2ccc3ccccc3c2-c2c(P(c3ccccc3)c3ccccc3)ccc3ccccc23)cc1. Product: CC(C)(C)OC(=O)N1CC2CCN(c3cncc(OCc4ccccc4)c3)C2C1. As a reaction SMILES: [CH2:62]([c:63]1[cH:64][cH:65][cH:66][cH:67][cH:68]1)[O:69][c:70]1[cH:71][n:72][cH:73][c:74]([Br:76])[cH:75]1.[CH3:77][C:78]([CH3:79])([O-:80])[CH3:81].[NH:1]1[CH:2]2[CH:3]([CH2:4][CH2:5]1)[CH2:6][N:7]([C:9](=[O:10])[O:11][C:12]([CH3:13])([CH3:14])[CH3:15])[CH2:8]2.[Na+:82].[O:103]=[C:104]([CH:105]=[CH:106][c:107]1[cH:108][cH:109][cH:110][cH:111][cH:112]1)[CH:113]=[CH:114][c:115]1[cH:116][cH:117][cH:118][cH:119][cH:120]1.[O:121]=[C:122]([CH:123]=[CH:124][c:125]1[cH:126][cH:127][cH:128][cH:129][cH:130]1)[CH:131]=[CH:132][c:133]1[cH:134][cH:135][cH:136][cH:137][cH:138]1.[O:85]=[C:86]([CH:87]=[CH:88][c:89]1[cH:90][cH:91][cH:92][cH:93][cH:94]1)[CH:95]=[CH:96][c:97]1[cH:98][cH:99][cH:100][cH:101][cH:102]1.[Pd:83].[Pd:84].[cH:16]1[cH:17][cH:18][c:19]([P:20]([c:21]2[cH:22][cH:23][c:24]3[c:25]([cH:26][cH:27][cH:28][cH:29]3)[c:30]2-[c:31]2[c:32]3[c:33]([cH:34][cH:35][cH:36][cH:37]3)[cH:38][cH:39][c:40]2[P:41]([c:42]2[cH:43][cH:44][cH:45][cH:46][cH:47]2)[c:48]2[cH:49][cH:50][cH:51][cH:52][cH:53]2)[c:54]2[cH:55][cH:56][cH:57][cH:58][cH:59]2)[cH:60][cH:61]1>>[N:1]1([c:74]2[cH:73][n:72][cH:71][c:70]([O:69][CH2:62][c:63]3[cH:64][cH:65][cH:66][cH:67][cH:68]3)[cH:75]2)[CH:2]2[CH:3]([CH2:4][CH2:5]1)[CH2:6][N:7]([C:9](=[O:10])[O:11][C:12]([CH3:13])([CH3:14])[CH3:15])[CH2:8]2. Reactants: [H][H] (Hydrogen), C(C1=CC=CC=C1)OC([C@H]1N(CCC1)C([C@@H](NS(=O)(=O)C1=CC=CC=C1)C(C)C)=O)=O (N-benzenesulfonyl-L-valyl-L-proline benzylester), Cl (hydrochloric acid), C([O-])(O)=O.[Na+] (sodium bicarbonate). Reagents/catalysts: [C].[Pd] (palladium-carbon). The solvent is O (water), CO (methanol), O (water). The product is C1(=CC=CC=C1)S(=O)(=O)N[C@@H](C(C)C)C(=O)N1[C@H](C(=O)O)CCC1 (N-benzenesulfonyl-L-valyl-L-proline). Yield: 689.7%. Reaction SMILES: C([O:8][C:9](=[O:31])[C@@H:10]1[CH2:14][CH2:13][CH2:12][N:11]1[C:15](=[O:30])[C@H:16]([CH:27]([CH3:29])[CH3:28])[NH:17][S:18]([C:21]1[CH:26]=[CH:25][CH:24]=[CH:23][CH:22]=1)(=[O:20])=[O:19])C1C=CC=CC=1.C(=O)(O)[O-].[Na+].[H][H].Cl>CO.[C].[Pd].O>[C:21]1([S:18]([NH:17][C@H:16]([C:15]([N:11]2[CH2:12][CH2:13][CH2:14][C@H:10]2[C:9]([OH:31])=[O:8])=[O:30])[CH:27]([CH3:29])[CH3:28])(=[O:20])=[O:19])[CH:22]=[CH:23][CH:24]=[CH:25][CH:26]=1 |f:1.2,6.7|. Procedure: N-benzenesulfonyl-L-valyl-L-proline benzylester 200 g, 4.5 mmole) was dissolved in methanol (40 ml) and water (5 ml) solution of sodium bicarbonate (0.42 g, 5 mmole) was added thereto. Hydrogen gas was passed through the solution in the presence of 5% palladium-carbon as a catalyst for 3 hours. The catalyst was removed by filtration and the filtrate thus obtained was concentrated under reduced pressure. The residue thus obtained was dissolved in water (20 ml), and 1N aqueous hydrochloric acid (1...